From a dataset of the Open Reaction Database (ORD), a public repository of structured organic reaction records. describe an organic reaction: reactants, conditions, products, and yield Reactants: Cl (HCl), Cl (HCl), Cl (HCl), Cl.NC1=CC=C(C=C1)NC(C1=CC(=CC=C1)NC1=NC(=NC(=C1)N)N)=O (N-(4-Aminophenyl)-3-[(2,6-diamino-4-pyrimidinyl)amino]-benzamide hydrochloride), ClC1=CC=NC2=CC=CC=C12 (4-chloroquinoline), CO.CCOC(=O)C (MeOH EtOAc). Run in CCOC(=O)C (EtOAc), CO (MeOH), CCO (EtOH), O (H2O). Conditions: temperature 20 celsius. Yields the product Cl.Cl.NC1=NC(=CC(=N1)NC=1C=C(C(=O)NC2=CC=C(C=C2)NC2=CC=NC3=CC=CC=C23)C=CC1)N (3-[(2,6-Diamino-4-pyrimidinyl)amino]-N-[4-(4-quinolinylamino)-phenyl]benzamide dihydrochloride). RXN SMILES: [ClH:1].[NH2:2][C:3]1[CH:8]=[CH:7][C:6]([NH:9][C:10](=[O:26])[C:11]2[CH:16]=[CH:15][CH:14]=[C:13]([NH:17][C:18]3[CH:23]=[C:22]([NH2:24])[N:21]=[C:20]([NH2:25])[N:19]=3)[CH:12]=2)=[CH:5][CH:4]=1.[Cl:27][C:28]1[C:37]2[C:32](=[CH:33][CH:34]=[CH:35][CH:36]=2)[N:31]=[CH:30][CH:29]=1.Cl.CO.CCOC(C)=O>CCO.O.CCOC(C)=O.CO>[ClH:27].[ClH:1].[NH2:25][C:20]1[N:19]=[C:18]([NH:17][C:13]2[CH:12]=[C:11]([CH:16]=[CH:15][CH:14]=2)[C:10]([NH:9][C:6]2[CH:7]=[CH:8][C:3]([NH:2][C:28]3[C:37]4[C:32](=[CH:33][CH:34]=[CH:35][CH:36]=4)[N:31]=[CH:30][CH:29]=3)=[CH:4][CH:5]=2)=[O:26])[CH:23]=[C:22]([NH2:24])[N:21]=1 |f:0.1,4.5,10.11.12|. Reported procedure: To a solution of compound B6 (150 mg, 0.37 mmol) in EtOH (15 mL) and H2O (7.5 mL) was added 4-chloroquinoline (73 mg, 0.45 mmol) and stirred until it dissolved, then 2 drops of c.HCl was added. The reaction mixture was refluxed for 20 h, diluted with EtOAc, brought to boil and cool to 20° C. The resulting precipitate was filtered and stirred in aqueous NH3 (20 ml) to convert to free base. This new precipitate was filtered and chromatographed (neutral Al2O3, 0-7% DCM/MeOH) to give pure free base ... Reactants: FC1=C(C=CC(=C1)N)N(CCCCCC)CCCCCC (2-fluoro-N1,N1-dihexylbenzene-1,4-diamine), C(C)(=O)C=C=O (acetyl ketene). Solvent: C1(=CC=CC=C1)C (toluene). Run at temperature 80 celsius, time 8 hour. Yields the product C(CCCCC)N(C1=C(C=C(C=C1)NC(CC(C)=O)=O)F)CCCCCC (N-(4-(dihexylamino)-3-fluorophenyl)-3-oxobutanamide). Yield: 70.5%. RXN SMILES: [F:1][C:2]1[CH:7]=[C:6]([NH2:8])[CH:5]=[CH:4][C:3]=1[N:9]([CH2:16][CH2:17][CH2:18][CH2:19][CH2:20][CH3:21])[CH2:10][CH2:11][CH2:12][CH2:13][CH2:14][CH3:15].[C:22]([CH:25]=[C:26]=[O:27])(=[O:24])[CH3:23]>C1(C)C=CC=CC=1>[CH2:10]([N:9]([CH2:16][CH2:17][CH2:18][CH2:19][CH2:20][CH3:21])[C:3]1[CH:4]=[CH:5][C:6]([NH:8][C:26](=[O:27])[CH2:25][C:22](=[O:24])[CH3:23])=[CH:7][C:2]=1[F:1])[CH2:11][CH2:12][CH2:13][CH2:14][CH3:15]. Procedure details: To a solution of 2-fluoro-N1,N1-dihexylbenzene-1,4-diamine (2.94 g, 10.0 mmol) in toluene (50 mL) was added acetyl ketene (0.84 g, 10.0 mmol) and the mixture was stirred at 80° C. overnight. The mixture was cooled to rt and concentrated in vacuo. The residue was purified by a silica gel column chromatography (PE/EtOAc (V/V)=1:4) to give the title compound as yellow oil (2.67 g, 70%). The reactants are C1=CC(=CC(=C1)Cl)C(=O)OO (mCPBA), resultant solution, [Si](C1=CC=CC=C1)(C1=CC=CC=C1)(C(C)(C)C)OC[C@H](C=C)C ((S)-4-(t-butyldiphenylsilyloxy)-3-methyl-1-butene). Solvent: ClCCl (dichloromethane). Conditions: time 15 minute. Yields the product [Si](C1=CC=CC=C1)(C1=CC=CC=C1)(C(C)(C)C)OC[C@@H](C1CO1)C ((3S)-4-(t-butyldiphenylsilyloxy)-3-methyl-1-butene oxide). Reaction SMILES: [Si:1]([O:18][CH2:19][C@@H:20]([CH3:23])[CH:21]=[CH2:22])([C:14]([CH3:17])([CH3:16])[CH3:15])([C:8]1[CH:13]=[CH:12][CH:11]=[CH:10][CH:9]=1)[C:2]1[CH:7]=[CH:6][CH:5]=[CH:4][CH:3]=1.C1C=C(Cl)C=C(C(OO)=[O:32])C=1>ClCCl>[Si:1]([O:18][CH2:19][C@H:20]([CH3:23])[CH:21]1[O:32][CH2:22]1)([C:14]([CH3:15])([CH3:16])[CH3:17])([C:8]1[CH:9]=[CH:10][CH:11]=[CH:12][CH:13]=1)[C:2]1[CH:7]=[CH:6][CH:5]=[CH:4][CH:3]=1. Procedure details: Under argon atmosphere, (S)-4-(t-butyldiphenylsilyloxy)-3-methyl-1-butene (50) (1.0 g, 3.1 mmol) was dissolved in 25 ml of dry dichloromethane, mCPBA (1.4 g, 7.4 mmol) was added to the resultant solution at 0° C., and the mixture was stirred for 15 min. Then, the mixture was further stirred overnight after the temperature was returned to room temperature. The reaction mixture was extracted with ethyl acetate after the addition of water. The ethyl acetate layer was washed with brine, dried over m... Reactants: [Li]C(C)(C)C (t-BuLi), [Li]C(C)(C)C (t-BuLi), BrC(C(F)(F)Br)(F)F (1,2-dibromo-1,1,2,2-tetrafluoro-ethane), COC=1C=C(C=CC1O[Si](C(C)C)(C(C)C)C(C)C)N1C(C2=C(CC1)C=CS2)=O (6-(3-methoxy-4-triisopropylsilanyloxy-phenyl)-5,6-dihydro-4H-thieno[2,3-c]pyridin-7-one), C(=O)=O.CC(=O)C (dry ice acetone), C(=O)(O)[O-].[Na+] (NaHCO3). Run in C1CCOC1 (THF), C1CCOC1 (THF). Run at time 7.5 minute. The product is BrC1=CC2=C(C(N(CC2)C2=CC(=C(C=C2)O[Si](C(C)C)(C(C)C)C(C)C)OC)=O)S1 (2-Bromo-6-(3-methoxy-4-triisopropylsilanyloxy-phenyl)-5,6-dihydro-4H-thieno[2,3-c]pyridin-7-one). The yield is 46.9%. As a reaction SMILES: [CH3:1][O:2][C:3]1[CH:4]=[C:5]([N:20]2[CH2:25][CH2:24][C:23]3[CH:26]=[CH:27][S:28][C:22]=3[C:21]2=[O:29])[CH:6]=[CH:7][C:8]=1[O:9][Si:10]([CH:17]([CH3:19])[CH3:18])([CH:14]([CH3:16])[CH3:15])[CH:11]([CH3:13])[CH3:12].C(=O)=O.CC(C)=O.[Br:37]C(F)(F)C(Br)(F)F.[Li]C(C)(C)C.C([O-])(O)=O.[Na+]>C1COCC1>[Br:37][C:27]1[S:28][C:22]2[C:21](=[O:29])[N:20]([C:5]3[CH:6]=[CH:7][C:8]([O:9][Si:10]([CH:17]([CH3:19])[CH3:18])([CH:14]([CH3:15])[CH3:16])[CH:11]([CH3:12])[CH3:13])=[C:3]([O:2][CH3:1])[CH:4]=3)[CH2:25][CH2:24][C:23]=2[CH:26]=1 |f:1.2,5.6|. Reported procedure: Dissolve 6-(3-methoxy-4-triisopropylsilanyloxy-phenyl)-5,6-dihydro-4H-thieno[2,3-c]pyridin-7-one (5 g, 11.6 mmol) in THF (100 mL) in a three neck round bottom flask. Cool the solution in a dry ice/acetone bath. In one neck, set up a chilled (dry ice/acetone) addition funnel containing 1,2-dibromo-1,1,2,2-tetrafluoro-ethane (2.8 mL, 23.2 mmol) in 10 mL THF. Add t-BuLi (9.7 mL of 1.2 M solution in pentane, 11.6 mmol) quickly through one of the side necks allowing the solution to run down the insid... The product is ClC=1C=C(C=CC1)N1N=C(C=C1C1=CC(=C(C=C1)OC)OC)C(=O)OCC (Ethyl 1-(3-chlorophenyl)-5-(3,4-dimethoxyphenyl)-1H-pyrazole-3-carboxylate). Procedure details: Starting from 1 g (3.57 mmol) of 4-(3,4-dimethoxyphenyl)-2,4-dioxobutanoic acid ethyl ester from example 12A and 868.8 mg (4.85 mmol) of 3-chlorophenylhydrazine hydrochloride, 1.03 g (2.7 mmol, 74% yield of theory) of product are obtained according to the method described in example 4A and after purification by preparative HPLC. Isolated yield 74.0%. Reactants: C(C)OC(C(CC(=O)C1=CC(=C(C=C1)OC)OC)=O)=O (4-(3,4-dimethoxyphenyl)-2,4-dioxobutanoic acid ethyl ester), Cl.ClC=1C=C(C=CC1)NN (3-chlorophenylhydrazine hydrochloride). Reaction SMILES: [CH2:1]([O:3][C:4](=[O:20])[C:5](=O)[CH2:6][C:7]([C:9]1[CH:14]=[CH:13][C:12]([O:15][CH3:16])=[C:11]([O:17][CH3:18])[CH:10]=1)=O)[CH3:2].Cl.[Cl:22][C:23]1[CH:24]=[C:25]([NH:29][NH2:30])[CH:26]=[CH:27][CH:28]=1>>[Cl:22][C:23]1[CH:24]=[C:25]([N:29]2[C:7]([C:9]3[CH:14]=[CH:13][C:12]([O:15][CH3:16])=[C:11]([O:17][CH3:18])[CH:10]=3)=[CH:6][C:5]([C:4]([O:3][CH2:1][CH3:2])=[O:20])=[N:30]2)[CH:26]=[CH:27][CH:28]=1 |f:1.2|. The reactants are CC(C)C[Al+]CC(C)C, C1CCOC1, CCOC(=O)CC(C)(C)n1cc(-c2ncnc3c2ccn3COCC[Si](C)(C)C)cn1, ClCCl, [H-]. Product: CC(C)(CCO)n1cc(-c2ncnc3c2ccn3COCC[Si](C)(C)C)cn1. RXN SMILES: [CH2:33]([Al+:34][CH2:35][CH:36]([CH3:37])[CH3:38])[CH:39]([CH3:40])[CH3:41].[CH2:42]1[O:43][CH2:44][CH2:45][CH2:46]1.[CH3:1][C:2]([CH2:3][C:4](=[O:5])[O:6][CH2:7][CH3:8])([CH3:9])[n:10]1[n:11][cH:12][c:13](-[c:15]2[c:16]3[c:17]([n:18][cH:19][n:20]2)[n:21]([CH2:24][O:25][CH2:26][CH2:27][Si:28]([CH3:29])([CH3:30])[CH3:31])[cH:22][cH:23]3)[cH:14]1.[Cl:47][CH2:48][Cl:49].[H-:32]>>[CH3:1][C:2]([CH2:3][CH2:4][OH:5])([CH3:9])[n:10]1[n:11][cH:12][c:13](-[c:15]2[c:16]3[c:17]([n:18][cH:19][n:20]2)[n:21]([CH2:24][O:25][CH2:26][CH2:27][Si:28]([CH3:29])([CH3:30])[CH3:31])[cH:22][cH:23]3)[cH:14]1.